This data is from the Open Reaction Database (ORD), a public repository of structured organic reaction records. The task is: describe an organic reaction: reactants, conditions, products, and yield Procedure: To a solution of 1.80 g of zinc chloride in 8.8 ml of tetrahydrofuran was added 8.8 ml of tetrahydrofuran solution (1.0M) of 3-methoxyphenylmagnesium bromide, and the resultant mixture was stirred at room temperature for 20 minutes. This solution was added to a mixture of 2.27 g of 2-(3-pyridylmethyl)-5-(trifluoromethanesulfonyloxy)-1H-isoindole-1,3 (2H)-dione, 27 mg of palladium acetate, 131 mg of 1,1'-bis (diphenylphosphino) ferrocene and 18 ml of tetrahydrofuran and stirred at room temperatur... Starting materials: N1=CC(=CC=C1)CN1C(C2=CC=C(C=C2C1=O)OS(=O)(=O)C(F)(F)F)=O (2-(3-pyridylmethyl)-5-(trifluoromethanesulfonyloxy)-1H-isoindole-1,3 (2H)-dione), COC=1C=C(C=CC1)[Mg]Br (3-methoxyphenylmagnesium bromide), O (water), C(C)(=O)OCC (ethyl acetate), resultant mixture. Conditions: time 17 hour. The reagents and catalysts are C(C)(=O)[O-].[Pd+2].C(C)(=O)[O-] (palladium acetate), C1(=CC=CC=C1)P([C-]1C=CC=C1)C1=CC=CC=C1.[C-]1(C=CC=C1)P(C1=CC=CC=C1)C1=CC=CC=C1.[Fe+2] (1,1'-bis (diphenylphosphino) ferrocene), [Cl-].[Zn+2].[Cl-] (zinc chloride). Solvent: O1CCCC1 (tetrahydrofuran), O1CCCC1 (tetrahydrofuran), O1CCCC1 (tetrahydrofuran). RXN SMILES: [CH3:1][O:2][C:3]1[CH:4]=[C:5]([Mg]Br)[CH:6]=[CH:7][CH:8]=1.[N:11]1[CH:16]=[CH:15][CH:14]=[C:13]([CH2:17][N:18]2[C:26](=[O:27])[C:25]3[C:20](=[CH:21][CH:22]=[C:23](OS(C(F)(F)F)(=O)=O)[CH:24]=3)[C:19]2=[O:36])[CH:12]=1.O.C(OCC)(=O)C>O1CCCC1.[Cl-].[Zn+2].[Cl-].C([O-])(=O)C.[Pd+2].C([O-])(=O)C.C1(P(C2C=CC=CC=2)[C-]2C=CC=C2)C=CC=CC=1.[C-]1(P(C2C=CC=CC=2)C2C=CC=CC=2)C=CC=C1.[Fe+2]>[CH3:1][O:2][C:3]1[CH:4]=[C:5]([C:23]2[CH:24]=[C:25]3[C:20](=[CH:21][CH:22]=2)[C:19](=[O:36])[N:18]([CH2:17][C:13]2[CH:12]=[N:11][CH:16]=[CH:15][CH:14]=2)[C:26]3=[O:27])[CH:6]=[CH:7][CH:8]=1 |f:5.6.7,8.9.10,11.12.13|. Yields the product COC=1C=C(C=CC1)C=1C=C2C(N(C(C2=CC1)=O)CC=1C=NC=CC1)=O (5-(3-methoxyphenyl)-2-(3-pyridylmethyl)-1H-isoindole-1,3 (2H)-dione).